This data is from the Open Reaction Database (ORD), a public repository of structured organic reaction records. The task is: describe an organic reaction: reactants, conditions, products, and yield Reactants: CC(=O)NCCCS(=O)(=O)OCC(C)(C)C(O)C(=O)OCc1ccccc1, CCO, O=C1c2ccccc2C(=O)N1CCCS(=O)(=O)Cl. Product: CC(=O)NCCCS(=O)(=O)OCC(C)(C)C(O)C(=O)O. Reaction SMILES: [C:1]([CH3:2])(=[O:3])[NH:4][CH2:5][CH2:6][CH2:7][S:8](=[O:9])(=[O:10])[O:11][CH2:12][C:13]([CH:14]([C:15](=[O:16])[O:17][CH2:18][c:19]1[cH:20][cH:21][cH:22][cH:23][cH:24]1)[OH:25])([CH3:26])[CH3:27].[CH3:46][CH2:47][OH:48].[Cl:28][S:29]([CH2:30][CH2:31][CH2:32][N:33]1[C:34](=[O:35])[c:36]2[cH:37][cH:38][cH:39][cH:40][c:41]2[C:42]1=[O:43])(=[O:44])=[O:45]>>[C:1]([CH3:2])(=[O:3])[NH:4][CH2:5][CH2:6][CH2:7][S:8](=[O:9])(=[O:10])[O:11][CH2:12][C:13]([CH:14]([C:15](=[O:16])[OH:17])[OH:25])([CH3:26])[CH3:27]. The reactants are N-BuLi, C1C=CC2=CC=CC=C12 (indene), C(CCC)Br (n-butyl bromide). Run in C1CCOC1 (THF), C1CCOC1 (THF). Conditions: time 40 minute. Product: C(CCC)C1C=CC2=CC=CC=C12 (n-butylindene). Reaction SMILES: [CH2:1]1[C:9]2[C:4](=[CH:5][CH:6]=[CH:7][CH:8]=2)[CH:3]=[CH:2]1.[CH2:10](Br)[CH2:11][CH2:12][CH3:13]>C1COCC1>[CH2:10]([CH:1]1[C:9]2[C:4](=[CH:5][CH:6]=[CH:7][CH:8]=2)[CH:3]=[CH:2]1)[CH2:11][CH2:12][CH3:13]. Procedure: N-BuLi (173 mmol) was added to indene (173 mmol) in THF (70 mL) at ambient temperature using an oil bath as a heat sink. The reaction was stirred for 40 minutes, then added to n-butyl bromide (223 mmol) in THF (70 mL) at 0° C. The reaction was stirred overnight at ambient temperature, followed by standard aqueous workup. Evaporation of solvent followed by distillation under reduced pressure gave pure n-butylindene. n-BuLi (13.5 mmol) was added to n-butylindene (13.5 mmol) in THF (50 mL) and stir...